This data is from the Open Reaction Database (ORD), a public repository of structured organic reaction records. The task is: describe an organic reaction: reactants, conditions, products, and yield Procedure: To a solution of (RS)-trifluoro-methanesulfonic acid 3-[(4-cyano-benzylcarbamoyl)-ethoxy-methyl]-2,4-difluoro-phenyl ester (570 mg) in dioxane (20 ml) was added bis(pinacolato)diboron (454 mg), dry KOAc (351 mg) and [PdCl2(PPh3)2] (25 mg). The reaction mixture was stirred 24 h at 100° C. After cooling to rt 5-bromopyridine (377 mg), 2 N aq. Na2CO3 sol. (6 ml) and [PdCl2(PPh3)2] (25 mg) were added. The resulting mixture was stirred 1 h at 90° C. The solids were filtered away and washed with H2O (... The solvent is O1CCOCC1 (dioxane). Reaction conditions: temperature 100 celsius, time 24 hour. Yields the product C(#N)C1=CC=C(CNC(C(OCC)C2=C(C(=CC=C2F)C2=NC=CC=C2)F)=O)C=C1 ((RS)-N-(4-cyano-benzyl)-2-(2,6-difluoro-3-pyridin-2-yl-phenyl)-2-ethoxy-acetamide). Starting materials: BrC=1C=CC=NC1 (5-bromopyridine), C(=O)([O-])[O-].[Na+].[Na+] (Na2CO3), C(#N)C1=CC=C(CNC(=O)C(C=2C(=C(C=CC2F)OS(=O)(=O)C(F)(F)F)F)OCC)C=C1 ((RS)-trifluoro-methanesulfonic acid 3-[(4-cyano-benzylcarbamoyl)-ethoxy-methyl]-2,4-difluoro-phenyl ester), B1(OC(C(O1)(C)C)(C)C)B2OC(C(O2)(C)C)(C)C (bis(pinacolato)diboron), CC(=O)[O-].[K+] (KOAc). Yield: 64.9%. RXN SMILES: [C:1]([C:3]1[CH:32]=[CH:31][C:6]([CH2:7][NH:8][C:9]([CH:11]([O:28][CH2:29][CH3:30])[C:12]2[C:13]([F:27])=[C:14](OS(C(F)(F)F)(=O)=O)[CH:15]=[CH:16][C:17]=2[F:18])=[O:10])=[CH:5][CH:4]=1)#[N:2].B1(B2OC(C)(C)C(C)(C)O2)OC(C)(C)C(C)(C)O1.CC([O-])=O.[K+].Br[C:57]1[CH:58]=[CH:59][CH:60]=[N:61][CH:62]=1.C([O-])([O-])=O.[Na+].[Na+]>O1CCOCC1.Cl[Pd](Cl)([P](C1C=CC=CC=1)(C1C=CC=CC=1)C1C=CC=CC=1)[P](C1C=CC=CC=1)(C1C=CC=CC=1)C1C=CC=CC=1>[C:1]([C:3]1[CH:32]=[CH:31][C:6]([CH2:7][NH:8][C:9](=[O:10])[CH:11]([C:12]2[C:17]([F:18])=[CH:16][CH:15]=[C:14]([C:60]3[CH:59]=[CH:58][CH:57]=[CH:62][N:61]=3)[C:13]=2[F:27])[O:28][CH2:29][CH3:30])=[CH:5][CH:4]=1)#[N:2] |f:2.3,5.6.7,^1:77,96|. The reagents and catalysts are Cl[Pd]([P](C1=CC=CC=C1)(C2=CC=CC=C2)C3=CC=CC=C3)([P](C4=CC=CC=C4)(C5=CC=CC=C5)C6=CC=CC=C6)Cl (PdCl2(PPh3)2), Cl[Pd]([P](C1=CC=CC=C1)(C2=CC=CC=C2)C3=CC=CC=C3)([P](C4=CC=CC=C4)(C5=CC=CC=C5)C6=CC=CC=C6)Cl (PdCl2(PPh3)2).